The task is: describe an organic reaction: reactants, conditions, products, and yield. This data is from the Open Reaction Database (ORD), a public repository of structured organic reaction records. Reactants: C(C)(C)(C)OC(=O)NC(C(=O)O)(C)C (2-((tert-butoxycarbonyl)amino)-2-methylpropanoic acid), CCN=C=NCCCN(C)C.Cl (EDC HCl), FC(CN)(F)F (2,2,2-trifluoroethylamine). Reagents/catalysts: CN(C)C=1C=CN=CC1 (DMAP). Run in C(Cl)Cl (methylene chloride). Run at time 18 hour. Product: CC(C(NCC(F)(F)F)=O)(C)NC(OC(C)(C)C)=O (tert-Butyl (2-methyl-1-oxo-1-((2,2,2-trifluoroethyl)amino)propan-2-yl)carbamate). Isolated yield 46.2%. Reaction SMILES: [C:1]([O:5][C:6]([NH:8][C:9]([CH3:14])([CH3:13])[C:10]([OH:12])=O)=[O:7])([CH3:4])([CH3:3])[CH3:2].CCN=C=NCCCN(C)C.Cl.[F:27][C:28]([F:32])([F:31])[CH2:29][NH2:30]>C(Cl)Cl.CN(C1C=CN=CC=1)C>[CH3:13][C:9]([NH:8][C:6](=[O:7])[O:5][C:1]([CH3:2])([CH3:3])[CH3:4])([CH3:14])[C:10](=[O:12])[NH:30][CH2:29][C:28]([F:32])([F:31])[F:27] |f:1.2|. Procedure details: To a stirred solution of 2-((tert-butoxycarbonyl)amino)-2-methylpropanoic acid (4.58 g, 22.6 mmol) in methylene chloride (50 mL) was added EDC HCl (4.75 g, 24.8 mmol) followed by 2,2,2-trifluoroethylamine (2.67 g, 27.0 mmol) and DMAP (3.03 g, 24.8 mmol). The reaction mixture was stirred at ambient temperature for 18 h, then washed with aqueous 5% NaHSO4 (2×), aqueous 10% HCl (1×) and aqueous saturated NaHCO3 (2×). The organic phase was dried (MgSO4) and concentrated in vacuo to afford the title ... The reactants are BrC=1C=C(C=CC1O)C(C)=O (1-(3-bromo-4-hydroxyphenyl)ethanone), BrCC(=O)OC (methyl 2-bromoacetate), C([O-])([O-])=O.[K+].[K+] (potassium carbonate). The solvent is CN(C)C=O (DMF). Conditions: time 18 hour. Yields the product C(C)(=O)C1=CC(=C(OCC(=O)OC)C=C1)Br (methyl 2-(4-acetyl-2-bromophenoxy)acetate). The yield is 81.0%. RXN SMILES: [Br:1][C:2]1[CH:3]=[C:4]([C:9](=[O:11])[CH3:10])[CH:5]=[CH:6][C:7]=1[OH:8].Br[CH2:13][C:14]([O:16][CH3:17])=[O:15].C(=O)([O-])[O-].[K+].[K+]>CN(C=O)C>[C:9]([C:4]1[CH:5]=[CH:6][C:7]([O:8][CH2:13][C:14]([O:16][CH3:17])=[O:15])=[C:2]([Br:1])[CH:3]=1)(=[O:11])[CH3:10] |f:2.3.4|. Procedure: To a solution of 1-(3-bromo-4-hydroxyphenyl)ethanone (15) (963 mg, 4.48 mmol, 1 eq, Aldrich, Milwaukee, Wis., USA) in DMF (15 mL), was added methyl 2-bromoacetate (1.02 g, 6.72 mmol, 1.5 eq) and potassium carbonate (1.86 g, 13.5 mmol; 3 eq). The reaction mixture was stirred at room temperature for 18 h. Solvent was removed in vacuo, and the residue was dissolved in EtOAc, washed by water and brine, dried (Na2SO4), filtered, and concentrated in vacuo to give 1.05 g, (81%) of methyl 2-(4-acetyl-2-... Starting materials: [H][H] (hydrogen), [H-].[Na+] (sodium hydride), [H-].[Na+] (sodium hydride), ClC1=NC=CC=C1NC(=O)C=1C(=NC=CC1)NCC1=CC=C(C=C1)OC (N-(2-chloro-3-pyridinyl)-2-[[(4-methoxyphenyl)methyl]amino]-3-pyridinecarboxamide). The solvent is CN(C=O)C (dimethylformamide), O (water). Conditions: temperature 110 celsius. The product is COC1=CC=C(C=C1)CN1C2=C(NC(C3=C1N=CC=C3)=O)C=CC=N2 (5,11-dihydro-11-[(4-methoxyphenyl)methyl]-6H-dipyrido[3,2-b:2',3'-e][1,4]diazepin-6-one). Yield: 48.1%. As a reaction SMILES: [H-].[Na+].Cl[C:4]1[C:9]([NH:10][C:11]([C:13]2[C:14]([NH:19][CH2:20][C:21]3[CH:26]=[CH:25][C:24]([O:27][CH3:28])=[CH:23][CH:22]=3)=[N:15][CH:16]=[CH:17][CH:18]=2)=[O:12])=[CH:8][CH:7]=[CH:6][N:5]=1.[H][H]>CN(C)C=O.O>[CH3:28][O:27][C:24]1[CH:25]=[CH:26][C:21]([CH2:20][N:19]2[C:14]3[N:15]=[CH:16][CH:17]=[CH:18][C:13]=3[C:11](=[O:12])[NH:10][C:9]3[CH:8]=[CH:7][CH:6]=[N:5][C:4]2=3)=[CH:22][CH:23]=1 |f:0.1|. Reported procedure: 1.44 g of a 50% dispersion of sodium hydride in mineral oil was added to a solution of 3.69 g (0.010 mol) N-(2-chloro-3-pyridinyl)-2-[[(4-methoxyphenyl)methyl]amino]-3-pyridinecarboxamide in 100 ml of dimethylformamide. After the evolution of hydrogen stopped, the mixture was heated (110° C.) for 16 hours and then refluxed for eight hours. After the mixture had cooled, the excess sodium hydride was decomposed by the slow addition of ice. The mixture was further diluted with water, and the produc... Reactants: COC1=C(C(=CC=C1)OC)C1=CC(=NN1C1=C(C=C(C=C1)C(N(CCCN(C)C)C)=O)C(C)C)C(=O)NC1(C2CC3CC(CC1C3)C2)C(=O)O (2-[5-(2,6-dimethoxyphenyl)-1-[4-[N-methyl-N-(3-dimethylaminopropyl)carbamoyl]-2-isopropylphenyl]-3-pyrazolylcarbonylamino]-2-adamantanecarboxylic acid), C([C@H](O)[C@@H](O)C(=O)O)(=O)O (L(+)-tartaric acid). The solvent is CCO (EtOH), C(Cl)Cl (DCM), CCO (EtOH). Conditions: time 5 minute. The product is C(=O)(O)[C@H](O)[C@@H](O)C(=O)O.COC1=C(C(=CC=C1)OC)C1=CC(=NN1C1=C(C=C(C=C1)C(N(CCCN(C)C)C)=O)C(C)C)C(=O)NC1(C2CC3CC(CC1C3)C2)C(=O)O (2-[5-(2,6-Dimethoxyphenyl)-1-[4-[N-methyl-N-(3-dimethylaminopropyl)carbamoyl]-2-isopropylphenyl]-3-pyrazolylcarbonylamino]-2-adamantanecarboxylic acid L(+)-tartrate). Isolated yield 57.4%. RXN SMILES: [CH3:1][O:2][C:3]1[CH:8]=[CH:7][CH:6]=[C:5]([O:9][CH3:10])[C:4]=1[C:11]1[N:15]([C:16]2[CH:21]=[CH:20][C:19]([C:22](=[O:31])[N:23]([CH3:30])[CH2:24][CH2:25][CH2:26][N:27]([CH3:29])[CH3:28])=[CH:18][C:17]=2[CH:32]([CH3:34])[CH3:33])[N:14]=[C:13]([C:35]([NH:37][C:38]2([C:48]([OH:50])=[O:49])[CH:45]3[CH2:46][CH:41]4[CH2:42][CH:43]([CH2:47][CH:39]2[CH2:40]4)[CH2:44]3)=[O:36])[CH:12]=1.[C:51]([OH:60])(=[O:59])[C@@H:52]([C@H:54]([C:56]([OH:58])=[O:57])[OH:55])[OH:53]>CCO.C(Cl)Cl>[C:56]([C@@H:54]([C@H:52]([C:51]([OH:60])=[O:59])[OH:53])[OH:55])([OH:58])=[O:57].[CH3:10][O:9][C:5]1[CH:6]=[CH:7][CH:8]=[C:3]([O:2][CH3:1])[C:4]=1[C:11]1[N:15]([C:16]2[CH:21]=[CH:20][C:19]([C:22](=[O:31])[N:23]([CH3:30])[CH2:24][CH2:25][CH2:26][N:27]([CH3:28])[CH3:29])=[CH:18][C:17]=2[CH:32]([CH3:34])[CH3:33])[N:14]=[C:13]([C:35]([NH:37][C:38]2([C:48]([OH:50])=[O:49])[CH:39]3[CH2:40][CH:41]4[CH2:42][CH:43]([CH2:44][CH:45]2[CH2:46]4)[CH2:47]3)=[O:36])[CH:12]=1 |f:4.5|. Reported procedure: A mixture of 0.1 g of the compound obtained in EXAMPLE 1' and 0.022 g of L(+)-tartaric acid in 1.5 ml of EtOH and 1.5 ml of DCM is heated to reflux, 8 ml of EtOH are then added and refluxing is continued for 5 minutes. After cooling to RT, the mixture is partially concentrated under vacuum and poured into 10 ml of ether, and the precipitate formed is drained. 0.07 g of the expected product is obtained after drying over P2O5, m.p.=154° C. (dec.). Reactants: FC(CN1CC(N=C(C2=C1C=CC(=C2)Cl)C2=CC=CC=C2)F)(F)F (1-(2,2,2-trifluoroethyl)-3-fluoro-5-phenyl-7-chloro-2,3-dihydro-1H-1,4-benzodiazepine), 3-hydroxy, O=S(Cl)Cl (SOCl2), [O-][Mn](=O)(=O)=O.[K+] (KMnO4), OS(=O)[O-].[Na+] (NaHSO3). Run in CC(=O)C (acetone), N1=CC=CC=C1 (pyridine). The product is FC(CN1C(C(N=C(C2=C1C=CC(=C2)Cl)C2=CC=CC=C2)F)=O)(F)F (1-(2,2,2-trifluoroethyl)-3-fluoro-5-phenyl-7-chloro-2,3-dihydro-1H-1,4-benzodiazepin-2-one). Reaction SMILES: [F:1][C:2]([F:24])([F:23])[CH2:3][N:4]1[C:10]2[CH:11]=[CH:12][C:13]([Cl:15])=[CH:14][C:9]=2[C:8]([C:16]2[CH:21]=[CH:20][CH:19]=[CH:18][CH:17]=2)=[N:7][CH:6]([F:22])[CH2:5]1.[O:25]=S(Cl)Cl.[O-][Mn](=O)(=O)=O.[K+].OS([O-])=O.[Na+]>N1C=CC=CC=1.CC(C)=O>[F:24][C:2]([F:1])([F:23])[CH2:3][N:4]1[C:10]2[CH:11]=[CH:12][C:13]([Cl:15])=[CH:14][C:9]=2[C:8]([C:16]2[CH:21]=[CH:20][CH:19]=[CH:18][CH:17]=2)=[N:7][CH:6]([F:22])[C:5]1=[O:25] |f:2.3,4.5|. Procedure details: 3.57 g. of 1-(2,2,2-trifluoroethyl)-3-fluoro-5-phenyl-7-chloro-2,3-dihydro-1H-1,4-benzodiazepine, obtainable from the corresponding 3-hydroxy compound by reaction with SOCl2 and then AgF, is dissolved in a mixture of 35 ml. of acetone and 20 ml. of pyridine; 1.35 g. of KMnO4 are added in portions. During the addition, the mixture is briefly boiled up after each addition until the violet color has disappeared. The mixture is then heated at 100° for 1 hour more. NaHSO3 solution is added to decompo... The reactants are COc1ccc2oc3cc(C(N)=O)ccc3c(=O)c2c1, CN(C)C=O, O=S(Cl)Cl. Yields the product COc1ccc2oc3cc(C#N)ccc3c(=O)c2c1. Reaction SMILES: [CH3:1][O:2][c:3]1[cH:4][cH:5][c:6]2[o:7][c:8]3[cH:9][c:10]([C:18](=[O:19])[NH2:20])[cH:11][cH:12][c:13]3[c:14](=[O:17])[c:15]2[cH:16]1.[CH3:25][N:26]([CH3:27])[CH:28]=[O:29].[S:21]([Cl:22])([Cl:23])=[O:24]>>[CH3:1][O:2][c:3]1[cH:4][cH:5][c:6]2[o:7][c:8]3[cH:9][c:10]([C:18]#[N:20])[cH:11][cH:12][c:13]3[c:14](=[O:17])[c:15]2[cH:16]1. The reactants are C1CO1, C1CCOC1, CC(C)=O, [Li]CCCC, Fc1ccccn1. The product is OCCc1cccnc1F. As a reaction SMILES: [CH2:13]1[CH2:14][O:15]1.[CH2:20]1[O:21][CH2:22][CH2:23][CH2:24]1.[CH3:16][C:17](=[O:18])[CH3:19].[CH3:8][CH2:9][CH2:10][CH2:11][Li:12].[F:1][c:2]1[n:3][cH:4][cH:5][cH:6][cH:7]1>>[F:1][c:2]1[n:3][cH:4][cH:5][cH:6][c:7]1[CH2:13][CH2:14][OH:15].